The task is: describe an organic reaction: reactants, conditions, products, and yield. This data is from the Open Reaction Database (ORD), a public repository of structured organic reaction records. Reactants: CI, [H-], [Na+], C1CCOC1, N#CC1CCCc2nc(-c3ccccc3)ccc21. The product is CC1(C#N)CCCc2nc(-c3ccccc3)ccc21. Reaction SMILES: [CH3:21][I:22].[H-:19].[Na+:20].[O:23]1[CH2:24][CH2:25][CH2:26][CH2:27]1.[c:1]1(-[c:7]2[n:8][c:9]3[c:14]([cH:15][cH:16]2)[CH:13]([C:17]#[N:18])[CH2:12][CH2:11][CH2:10]3)[cH:2][cH:3][cH:4][cH:5][cH:6]1>>[c:1]1(-[c:7]2[n:8][c:9]3[c:14]([cH:15][cH:16]2)[C:13]([C:17]#[N:18])([CH3:21])[CH2:12][CH2:11][CH2:10]3)[cH:2][cH:3][cH:4][cH:5][cH:6]1. Starting materials: O=C([O-])O, CC(=O)C1(Cc2ccc(Cl)cc2)CCCNC1, CC#N, ClCc1ccccc1, Cl, [Na+]. Product: CC(=O)C1(Cc2ccc(Cl)cc2)CCCN(Cc2ccccc2)C1. Reaction SMILES: [C:19](=[O:20])([OH:21])[O-:22].[C:2]([CH3:3])(=[O:4])[C:5]1([CH2:11][c:12]2[cH:13][cH:14][c:15]([Cl:18])[cH:16][cH:17]2)[CH2:6][NH:7][CH2:8][CH2:9][CH2:10]1.[CH3:32][C:33]#[N:34].[Cl:24][CH2:25][c:26]1[cH:27][cH:28][cH:29][cH:30][cH:31]1.[ClH:1].[Na+:23]>>[C:2]([CH3:3])(=[O:4])[C:5]1([CH2:11][c:12]2[cH:13][cH:14][c:15]([Cl:18])[cH:16][cH:17]2)[CH2:6][N:7]([CH2:25][c:26]2[cH:27][cH:28][cH:29][cH:30][cH:31]2)[CH2:8][CH2:9][CH2:10]1. Reactants: C(C)OC([C@H](CC1=CC=C(C=C1)OC(C)(C)C(=O)O)OCC)=O ((2S)-3-[4-(1-carboxy-1-methyl-ethoxy)-phenyl]-2-ethoxy-propionic acid ethyl ester), C1(=CC(=CC=C1)CN)C1=CC=CC=C1 (C-biphenyl-3-yl-methylamine), C(C)O[C@H](C(=O)O)CC1=CC=C(C=C1)O[C@H](C)C(NCCC1=CC=C(C=C1)OC1=CC=CC=C1)=O ((2S,1R)-2-ethoxy-3-(4-{1-[2-(4-phenoxy-phenyl)-ethylcarbamoyl]-ethoxy}-phenyl)-propionic acid). The product is C1(=CC(=CC=C1)CNC(=O)C(C)(OC1=CC=C(C=C1)C[C@@H](C(=O)O)OCC)C)C1=CC=CC=C1 ((2S)-3-(4-{1-[(biphenyl-3-ylmethyl)-carbamoyl]-1-methyl-ethoxy}-phenyl)-2-ethoxy-propionic acid). RXN SMILES: C([O:3][C:4](=[O:23])[C@@H:5]([O:20][CH2:21][CH3:22])[CH2:6][C:7]1[CH:12]=[CH:11][C:10]([O:13][C:14]([C:17]([OH:19])=O)([CH3:16])[CH3:15])=[CH:9][CH:8]=1)C.[C:24]1([C:32]2[CH:37]=[CH:36][CH:35]=[CH:34][CH:33]=2)[CH:29]=[CH:28][CH:27]=[C:26]([CH2:30][NH2:31])[CH:25]=1.C(O[C@@H](CC1C=CC(O[C@@H](C(=O)NCCC2C=CC(OC3C=CC=CC=3)=CC=2)C)=CC=1)C(O)=O)C>>[C:24]1([C:32]2[CH:37]=[CH:36][CH:35]=[CH:34][CH:33]=2)[CH:29]=[CH:28][CH:27]=[C:26]([CH2:30][NH:31][C:17]([C:14]([CH3:15])([O:13][C:10]2[CH:9]=[CH:8][C:7]([CH2:6][C@H:5]([O:20][CH2:21][CH3:22])[C:4]([OH:3])=[O:23])=[CH:12][CH:11]=2)[CH3:16])=[O:19])[CH:25]=1. Reported procedure: The title compound was prepared from (2S)-3-[4-(1-carboxy-1-methyl-ethoxy)-phenyl]-2-ethoxy-propionic acid ethyl ester (EXAMPLE 49, step 2) and C-biphenyl-3-yl-methylamine via the same procedure used for the preparation of (2S,1R)-2-ethoxy-3-(4-{1-[2-(4-phenoxy-phenyl)-ethylcarbamoyl]-ethoxy}-phenyl)-propionic acid (Example 1, step 3) to produce a colorless oil. MS (ES) for C28H31NO5 [M−H]−: 462. Reactants: O (water), [Cl-].[Al+3].[Cl-].[Cl-] (Aluminum chloride), C1(=CC=CC=C1)OC (anisole), C1=C(C=C2C=CC=CC=C12)CC=1C=CC(=C(C1)[C@H]1[C@H](OCC2=CC=CC=C2)[C@@H](OCC2=CC=CC=C2)[C@H](OCC2=CC=CC=C2)[C@H](O1)COCC1=CC=CC=C1)OCC1=CC=CC=C1 ((1S)-1,5-anhydro-1-[5-(azulen-2-ylmethyl)-2-(benzyloxy)phenyl]-2,3,4,6-tetra-O-benzyl-D-glucitol). Solvent: C(Cl)Cl (methylene chloride). Run at time 2 hour. Yields the product C1=C(C=C2C=CC=CC=C12)CC=1C=CC(=C(C1)[C@H]1[C@H](O)[C@@H](O)[C@H](O)[C@H](O1)CO)O ((1S)-1,5-anhydro-1-[5-(azulen-2-ylmethyl)-2-hydroxyphenyl]-D-glucitol). Isolated yield 30.5%. As a reaction SMILES: [Cl-].[Al+3].[Cl-].[Cl-].C1(OC)C=CC=CC=1.[CH:13]1[C:22]2[C:16]([CH:17]=[CH:18][CH:19]=[CH:20][CH:21]=2)=[CH:15][C:14]=1[CH2:23][C:24]1[CH:25]=[CH:26][C:27]([O:69]CC2C=CC=CC=2)=[C:28]([C@@H:30]2[O:59][C@H:58]([CH2:60][O:61]CC3C=CC=CC=3)[C@@H:49]([O:50]CC3C=CC=CC=3)[C@H:40]([O:41]CC3C=CC=CC=3)[C@H:31]2[O:32]CC2C=CC=CC=2)[CH:29]=1.O>C(Cl)Cl>[CH:13]1[C:22]2[C:16]([CH:17]=[CH:18][CH:19]=[CH:20][CH:21]=2)=[CH:15][C:14]=1[CH2:23][C:24]1[CH:25]=[CH:26][C:27]([OH:69])=[C:28]([C@@H:30]2[O:59][C@H:58]([CH2:60][OH:61])[C@@H:49]([OH:50])[C@H:40]([OH:41])[C@H:31]2[OH:32])[CH:29]=1 |f:0.1.2.3|. Reported procedure: Aluminum chloride (0.12 g) and anisole (4.0 ml) were added to a solution of (1S)-1,5-anhydro-1-[5-(azulen-2-ylmethyl)-2-(benzyloxy)phenyl]-2,3,4,6-tetra-O-benzyl-D-glucitol (0.07 g) in methylene chloride (5 ml) and the mixture was stirred at room temperature for two hours. The reaction mixture was poured into ice-cooled water and extracted with ethyl acetate. The organic layer was washed with saturated brine and dried over anhydrous sodium sulfate. After filtration, the filtrate was concentrated... Reactants: ClC1=C(C(=O)CCCCO)C=C(C=C1)C(F)(F)F (4-(2-Chloro-5-trifluoromethylbenzoyl)-1-butanol), CS(=O)(=O)[O-] (methanesulfonate), N1CCC2(CC1)OCC1=CC=CC=C12 (spiro[isobenzofuran-1(3H),4'-piperidine]). Yields the product ClC1=C(C(=O)CCCCN2CCC3(CC2)OCC2=CC=CC=C23)C=C(C=C1)C(F)(F)F (1'-[4-(2-chloro-5-trifluoromethylbenzoyl)-1-butyl]-spiro[isobenzofuran-1(3H),4'-piperidine]). Reaction SMILES: [Cl:1][C:2]1[CH:14]=[CH:13][C:12]([C:15]([F:18])([F:17])[F:16])=[CH:11][C:3]=1[C:4]([CH2:6][CH2:7][CH2:8][CH2:9]O)=[O:5].CS([O-])(=O)=O.[NH:24]1[CH2:29][CH2:28][C:27]2([C:37]3[C:32](=[CH:33][CH:34]=[CH:35][CH:36]=3)[CH2:31][O:30]2)[CH2:26][CH2:25]1>>[Cl:1][C:2]1[CH:14]=[CH:13][C:12]([C:15]([F:18])([F:17])[F:16])=[CH:11][C:3]=1[C:4]([CH2:6][CH2:7][CH2:8][CH2:9][N:24]1[CH2:29][CH2:28][C:27]2([C:37]3[C:32](=[CH:33][CH:34]=[CH:35][CH:36]=3)[CH2:31][O:30]2)[CH2:26][CH2:25]1)=[O:5]. Procedure details: 4-(2-Chloro-5-trifluoromethylbenzoyl)-1-butanol, prepared as described in EXAMPLE 17, was converted to the corresponding methanesulfonate by the method described in EXAMPLE 2. Treatment with spiro[isobenzofuran-1(3H),4'-piperidine] according to the method described in EXAMPLE 2 gave 1'-[4-(2-chloro-5-trifluoromethylbenzoyl)-1-butyl]-spiro[isobenzofuran-1(3H),4'-piperidine]. Conversion to the corresponding hydrazone and ring closure according to the method described in EXAMPLE 17 gave the title c... Reactants: COC=1C=C(CNCC(C2=CC=CC=C2)O)C=CC1OC (N-(3,4-dimethoxybenzyl)-2-hydroxy-2-phenylethylamine), CS(=O)(=O)O (methanesulfonic acid), ice water. Run in ClCCl (dichloromethane). Reaction conditions: time 8 hour. The product is COC=1C=C2C(CNCC2=CC1OC)C1=CC=CC=C1 (6,7-dimethoxy-4-phenyl-1,2,3,4-tetrahydroisoquinoline). The yield is 421.9%. Reaction SMILES: [CH3:1][O:2][C:3]1[CH:4]=[C:5]([CH:17]=[CH:18][C:19]=1[O:20][CH3:21])[CH2:6][NH:7][CH2:8][CH:9](O)[C:10]1[CH:15]=[CH:14][CH:13]=[CH:12][CH:11]=1.CS(O)(=O)=O>ClCCl>[CH3:21][O:20][C:19]1[CH:18]=[C:17]2[C:5](=[CH:4][C:3]=1[O:2][CH3:1])[CH2:6][NH:7][CH2:8][CH:9]2[C:10]1[CH:15]=[CH:14][CH:13]=[CH:12][CH:11]=1. Procedure: Add the amino-alcohol from step A (2.2 g) to a mixture of methanesulfonic acid (100 mL) and dichloromethane (150 mL) and stir overnight at room temperature. Pour the mixture into ice-water, separate and concentrate the organic layer to a residue. Triturate with benzene then recrystallize from ethanol to give 8.7 g of the title amine as the methanesulfonate salt, mp=198°-199° C.